This data is from the Open Reaction Database (ORD), a public repository of structured organic reaction records. The task is: describe an organic reaction: reactants, conditions, products, and yield Yields the product COC=1C=C(C=C(C1)OC)CCC=1C=C(NN1)NC(C1=CC=C(C=C1)C1CCN(CC1)CC=C)=O (N-[5-[2-(3,5-dimethoxyphenyl)ethyl]-2H-pyrazol-3-yl]-4-(1-prop-2-enylpiperidin-4-yl)benzamide). Reported procedure: N-[5-[2-(3,5-dimethoxyphenyl)ethyl]-2H-pyrazol-3-yl]-4-(1-prop-2-enylpiperidin-4-yl)benzamide was prepared following the procedure as outlined for Example 99, starting from methyl 4-(1-prop-2-enylpiperidin-4-yl)benzoate (0.259 g, 1.00 mmol) and 5-[2-(3,5-dimethoxyphenyl)ethyl]-2H-pyrazol-3-amine (0.247 g, 1 mmol) and 2M trimethylaluminium (1.250 mL, 2.50 mmol) in toluene (10 ml). The crude product was purified by silica column chromatography, eluting with a gradient of 0 to 5% 2.5M ammonia/metha... Run in C1(=CC=CC=C1)C (toluene). Reactants: C(C=C)N1CCC(CC1)C1=CC=C(C(=O)OC)C=C1 (methyl 4-(1-prop-2-enylpiperidin-4-yl)benzoate), COC=1C=C(C=C(C1)OC)CCC=1C=C(NN1)N (5-[2-(3,5-dimethoxyphenyl)ethyl]-2H-pyrazol-3-amine), C[Al](C)C (trimethylaluminium). Yield: 38.3%. RXN SMILES: [CH2:1]([N:4]1[CH2:9][CH2:8][CH:7]([C:10]2[CH:19]=[CH:18][C:13]([C:14]([O:16]C)=O)=[CH:12][CH:11]=2)[CH2:6][CH2:5]1)[CH:2]=[CH2:3].[CH3:20][O:21][C:22]1[CH:23]=[C:24]([CH2:30][CH2:31][C:32]2[CH:33]=[C:34]([NH2:37])[NH:35][N:36]=2)[CH:25]=[C:26]([O:28][CH3:29])[CH:27]=1.C[Al](C)C>C1(C)C=CC=CC=1>[CH3:29][O:28][C:26]1[CH:25]=[C:24]([CH2:30][CH2:31][C:32]2[CH:33]=[C:34]([NH:37][C:14](=[O:16])[C:13]3[CH:12]=[CH:11][C:10]([CH:7]4[CH2:6][CH2:5][N:4]([CH2:1][CH:2]=[CH2:3])[CH2:9][CH2:8]4)=[CH:19][CH:18]=3)[NH:35][N:36]=2)[CH:23]=[C:22]([O:21][CH3:20])[CH:27]=1. Starting materials: C(C)(C)(C)OC(=O)N1CCC(CC1)NC1=NC2=CC=CC=C2C(=C1)Cl (4-(4-chloro-quinolin-2-ylamino)-piperidine-1-carboxylic acid tert-butyl ester). Run in Cl (HCl), O1CCOCC1 (dioxane). Yields the product Cl.Cl.ClC1=CC(=NC2=CC=CC=C12)NC1CCNCC1 ((4-Chloro-quinolin-2-yl)-piperidin-4-yl-amine dihydrochloride). Reaction SMILES: C(OC([N:8]1[CH2:13][CH2:12][CH:11]([NH:14][C:15]2[CH:24]=[C:23]([Cl:25])[C:22]3[C:17](=[CH:18][CH:19]=[CH:20][CH:21]=3)[N:16]=2)[CH2:10][CH2:9]1)=O)(C)(C)C>Cl.O1CCOCC1>[ClH:25].[ClH:25].[Cl:25][C:23]1[C:22]2[C:17](=[CH:18][CH:19]=[CH:20][CH:21]=2)[N:16]=[C:15]([NH:14][CH:11]2[CH2:12][CH2:13][NH:8][CH2:9][CH2:10]2)[CH:24]=1 |f:3.4.5|. Reported procedure: A solution of 4-(4-chloro-quinolin-2-ylamino)-piperidine-1-carboxylic acid tert-butyl ester (0.22 g, 0.61 mmol) in 4 M HCl in dioxane (30 mL) was stirred at rt for 1 h. The solvent was removed under reduced pressure and the crude product used in the consecutive step without further purification assuming quantitative deprotection and formation of the dihydrochloride salt. MS (ISP): 262.3 [M+H]+. The reactants are Cl.COC(N)=N (O-methylisourea hydrochloride), ClCC(CC(=O)OC)=O (methyl 4-chloroacetoacetate). Yields the product ClCC1=NC(=NC(=C1)O)OC (4-chloromethyl-6-hydroxy-2-methoxy-pyrimidine). RXN SMILES: Cl.[CH3:2][O:3][C:4](=[NH:6])[NH2:5].[Cl:7][CH2:8][C:9](=O)[CH2:10][C:11](OC)=[O:12]>>[Cl:7][CH2:8][C:9]1[CH:10]=[C:11]([OH:12])[N:5]=[C:4]([O:3][CH3:2])[N:6]=1 |f:0.1|. Procedure: Analogously to the process described in Example 113, O-methylisourea hydrochloride or hydrosulphate is reacted with methyl 4-chloroacetoacetate in order to produce 4-chloromethyl-6-hydroxy-2-methoxy-pyrimidine, m.p. 154°-155° C., which is required as the starting material in Examples 68, 69 and 77.